From a dataset of the Open Reaction Database (ORD), a public repository of structured organic reaction records. describe an organic reaction: reactants, conditions, products, and yield Starting materials: CC(Nc1cc(N2CCN(C(=O)OC(C)(C)C)CC2)ccc1[N+](=O)[O-])c1cccc(Br)c1, ClCCl, Cl. The product is CC(Nc1cc(N2CCNCC2)ccc1[N+](=O)[O-])c1cccc(Br)c1, Cl. As a reaction SMILES: [Br:1][c:2]1[cH:3][c:4]([CH:8]([CH3:9])[NH:10][c:11]2[cH:12][c:13]([N:20]3[CH2:21][CH2:22][N:23]([C:26]([O:27][C:28]([CH3:29])([CH3:30])[CH3:31])=[O:32])[CH2:24][CH2:25]3)[cH:14][cH:15][c:16]2[N+:17](=[O:18])[O-:19])[cH:5][cH:6][cH:7]1.[Cl:34][CH2:35][Cl:36].[ClH:33]>>[Br:1][c:2]1[cH:3][c:4]([CH:8]([CH3:9])[NH:10][c:11]2[cH:12][c:13]([N:20]3[CH2:21][CH2:22][NH:23][CH2:24][CH2:25]3)[cH:14][cH:15][c:16]2[N+:17](=[O:18])[O-:19])[cH:5][cH:6][cH:7]1.[ClH:33].